Dataset: the Open Reaction Database (ORD), a public repository of structured organic reaction records. Task: describe an organic reaction: reactants, conditions, products, and yield The reactants are COC(NC=1NC2=C(N1)C=CC(=C2)OS(=O)(=O)C2=CC=C(C=C2)NC2CCCC2)=O (methyl-5-(4-cyclopentylaminophenylsulfonyloxy)benzimidazole-2-carbamate), C1(CC1)N (cyclopropylamine), N12CCCCCC2=NCCC1 (1,8-diazabicyclo[5.4.0]undec-7-ene). The solvent is CN1C(CCC1)=O.O1CCCC1 (N-methylpyrrolidone tetrahydrofuran). Run at temperature 60 celsius. Product: C1(CC1)NC(NC1=NC2=C(N1)C=CC(=C2)OS(=O)(=O)C2=CC=C(C=C2)NC2CCCC2)=O (4-Cyclopentylamino-benzenesulfonic acid 2-(3-cyclopropyl-ureido)-1H-benzoimidazol-5-yl ester). Reaction SMILES: CO[C:3](=[O:30])[NH:4][C:5]1[NH:6][C:7]2[CH:13]=[C:12]([O:14][S:15]([C:18]3[CH:23]=[CH:22][C:21]([NH:24][CH:25]4[CH2:29][CH2:28][CH2:27][CH2:26]4)=[CH:20][CH:19]=3)(=[O:17])=[O:16])[CH:11]=[CH:10][C:8]=2[N:9]=1.[CH:31]1([NH2:34])[CH2:33][CH2:32]1.N12CCCN=C1CCCCC2>CN1CCCC1=O.O1CCCC1>[CH:31]1([NH:34][C:3](=[O:30])[NH:4][C:5]2[NH:9][C:8]3[CH:10]=[CH:11][C:12]([O:14][S:15]([C:18]4[CH:19]=[CH:20][C:21]([NH:24][CH:25]5[CH2:29][CH2:28][CH2:27][CH2:26]5)=[CH:22][CH:23]=4)(=[O:16])=[O:17])=[CH:13][C:7]=3[N:6]=2)[CH2:33][CH2:32]1 |f:3.4|. Reported procedure: 10 mg of methyl-5-(4-cyclopentylaminophenylsulfonyloxy)benzimidazole-2-carbamate (example 19) were combined with 25 μl cyclopropylamine and 10 μl 1,8-diazabicyclo[5.4.0]undec-7-ene in 2 ml N-methylpyrrolidone/tetrahydrofuran (0.8/1.2) in a 24 well Inox plate for high pressure reaction. The reaction mixture was put under a 10 Bars argon pressure and then heated to 60° C. for 40 hours, and then cooled to room temperature. Compounds were put in an assay tube, tetrahydrofuran was evaporated under re... Reactants: FC=1C=C(C(=C(C1)C(CC(C(=O)NC=1C=CC2=C(C(=NOC2=O)C)C1)(C(F)(F)F)O)(C)C)O)[N+](=O)[O-] ((−)-6-[4-(5-fluoro-2-hydroxy-3-nitrophenyl)-2-hydroxy-4-methyl-2-(trifluoromethyl)valeroyl-amino]-4-methyl-2,3-benzoxazin-1-one), C(C)OC(OCC)OCC (orthoformic acid triethyl ester), C(C)(=O)OCC (ethyl acetate). The reagents and catalysts are [Fe] (iron). Run in O1CCCC1 (tetrahydrofuran), C(C)(=O)O (acetic acid). Reaction conditions: time 4 hour. Yields the product FC=1C=C(C2=C(N=CO2)C1)C(CC(C(=O)NC=1C=CC2=C(C(=NOC2=O)C)C1)(C(F)(F)F)O)(C)C ((+)-6-[4-(5-Fluorobenzoxazol-7-yl)-2-hydroxy-4-methyl-2-(trifluoromethyl)valeroylamino]-4-methyl-2,3-benzoxazin-1-one). RXN SMILES: [F:1][C:2]1[CH:3]=[C:4]([N+:34]([O-])=O)[C:5]([OH:33])=[C:6]([C:8]([CH3:32])([CH3:31])[CH2:9][C:10]([OH:30])([C:26]([F:29])([F:28])[F:27])[C:11]([NH:13][C:14]2[CH:15]=[CH:16][C:17]3[C:22](=[O:23])[O:21][N:20]=[C:19]([CH3:24])[C:18]=3[CH:25]=2)=[O:12])[CH:7]=1.[CH2:37](OC(OCC)OCC)C.C(OCC)(=O)C>O1CCCC1.C(O)(=O)C.[Fe]>[F:1][C:2]1[CH:7]=[C:6]([C:8]([CH3:31])([CH3:32])[CH2:9][C:10]([OH:30])([C:26]([F:29])([F:27])[F:28])[C:11]([NH:13][C:14]2[CH:15]=[CH:16][C:17]3[C:22](=[O:23])[O:21][N:20]=[C:19]([CH3:24])[C:18]=3[CH:25]=2)=[O:12])[C:5]2[O:33][CH:37]=[N:34][C:4]=2[CH:3]=1. Procedure details: 103 mg of (−)-6-[4-(5-fluoro-2-hydroxy-3-nitrophenyl)-2-hydroxy-4-methyl-2-(trifluoromethyl)valeroyl-amino]-4-methyl-2,3-benzoxazin-1-one in 5 ml of tetrahydrofuran and 1 ml of acetic acid are stirred for 2.5 hours with 300 mg of iron, mixed with 0.5 ml of orthoformic acid triethyl ester and ethyl acetate, suctioned off and concentrated by evaporation after standing for 4 hours at room temperature. The residue is dissolved in ethyl acetate and mixed with 0.05 ml of orthoformic acid. After 20 hou... The reactants are N#Cc1ncn2c1C1CCN1C(=O)c1c(Br)cccc1-2, CCO, Cl, NO, [Na+], [Na+], O=C([O-])[O-], O. Yields the product NC(=NO)c1ncn2c1C1CCN1C(=O)c1c(Br)cccc1-2. As a reaction SMILES: [Br:1][c:2]1[cH:3][cH:4][cH:5][c:6]2[c:7]1[C:8](=[O:20])[N:9]1[CH:10]([c:11]3[n:12]-2[cH:13][n:14][c:15]3[C:16]#[N:17])[CH2:18][CH2:19]1.[CH3:30][CH2:31][OH:32].[ClH:27].[NH2:28][OH:29].[Na+:21].[Na+:22].[O-:23][C:24](=[O:25])[O-:26].[OH2:33]>>[Br:1][c:2]1[cH:3][cH:4][cH:5][c:6]2[c:7]1[C:8](=[O:20])[N:9]1[CH:10]([c:11]3[n:12]-2[cH:13][n:14][c:15]3[C:16]([NH2:17])=[N:28][OH:29])[CH2:18][CH2:19]1. The reactants are C(C)OCC (ethyl ether), [Cr](=O)(=O)([O-])Cl.[NH+]1=CC=CC=C1 (Pyridinium chlorochromate), C(C)C(C1=CC=C(CO)C=C1)(P(=O)(O)O)CC (4-(diethyl phosphonomethyl)benzyl alcohol). Solvent: ClCCl (dichloromethane), ClCCl (dichloromethane). Run at time 1.5 hour. Yields the product C(C)C(C1=CC=C(C=O)C=C1)(P(=O)(O)O)CC (4-(Diethyl phosphonomethyl)benzaldehyde). Reaction SMILES: [Cr](Cl)([O-])(=O)=O.[NH+]1C=CC=CC=1.[CH2:12]([C:14]([CH2:27][CH3:28])([P:23]([OH:26])([OH:25])=[O:24])[C:15]1[CH:22]=[CH:21][C:18]([CH2:19][OH:20])=[CH:17][CH:16]=1)[CH3:13].C(OCC)C>ClCCl>[CH2:27]([C:14]([CH2:12][CH3:13])([P:23]([OH:25])([OH:26])=[O:24])[C:15]1[CH:22]=[CH:21][C:18]([CH:19]=[O:20])=[CH:17][CH:16]=1)[CH3:28] |f:0.1|. Reported procedure: Pyridinium chlorochromate (110 mmol) in dichloromethane (150 mL) was rapidly stirred while 4-(diethyl phosphonomethyl)benzyl alcohol (73.6 mmol) in dichloromethane (15 mL) was rapidly added. After 1.5 hours, ethyl ether (200 mL) was added to the reaction mixture and the organic solution was decanted from the tarry residue. The residue was washed with 3×50 mL ethyl ether. The combined organic solution was filtered through Florisil chromatographic material and concentrated to a brown oil. The oil ... Reactants: COC(C1=C(C=C(C=C1Cl)Br)Cl)=O (2,6-dichloro-4-bromobenzoic acid methyl ester), C1(=CC=CC=C1)B(O)O (benzeneboronic acid), C(=O)([O-])[O-].[Na+].[Na+] (Na2CO3). The reagents and catalysts are C=1C=CC(=CC1)[P](C=2C=CC=CC2)(C=3C=CC=CC3)[Pd]([P](C=4C=CC=CC4)(C=5C=CC=CC5)C=6C=CC=CC6)([P](C=7C=CC=CC7)(C=8C=CC=CC8)C=9C=CC=CC9)[P](C=1C=CC=CC1)(C=1C=CC=CC1)C=1C=CC=CC1 (Pd(PPh3)4). The solvent is C1CCOC1 (THF), CCOC(=O)C (EtOAc). Yields the product COC(C1=C(C=C(C=C1Cl)C1=CC=CC=C1)Cl)=O (2,6-dichloro-4-phenylbenzoic acid methyl ester). Isolated yield 104.7%. As a reaction SMILES: [CH3:1][O:2][C:3](=[O:13])[C:4]1[C:9]([Cl:10])=[CH:8][C:7](Br)=[CH:6][C:5]=1[Cl:12].[C:14]1(B(O)O)[CH:19]=[CH:18][CH:17]=[CH:16][CH:15]=1.C([O-])([O-])=O.[Na+].[Na+]>C1COCC1.CCOC(C)=O.C1C=CC([P]([Pd]([P](C2C=CC=CC=2)(C2C=CC=CC=2)C2C=CC=CC=2)([P](C2C=CC=CC=2)(C2C=CC=CC=2)C2C=CC=CC=2)[P](C2C=CC=CC=2)(C2C=CC=CC=2)C2C=CC=CC=2)(C2C=CC=CC=2)C2C=CC=CC=2)=CC=1>[CH3:1][O:2][C:3](=[O:13])[C:4]1[C:9]([Cl:10])=[CH:8][C:7]([C:14]2[CH:19]=[CH:18][CH:17]=[CH:16][CH:15]=2)=[CH:6][C:5]=1[Cl:12] |f:2.3.4,^1:43,45,64,83|. Procedure: To a solution of 2,6-dichloro-4-bromobenzoic acid methyl ester (0.55 g) in THF (10 mL) was added benzeneboronic acid (1.30 g), Pd(PPh3)4 (0.16 g) and 2M Na2CO3 (5 mL). The mixture was refluxed for 4 h under N2. After cooling, the mixture was diluted with EtOAc and washed with water and brine. The organic layer was dried (Na2SO4), filtered, and concentrated. The residue was purified by preparative TLC (silica gel; eluent: hexane to EtOAc/hexane 1/1) to yield crude 2,6-dichloro-4-phenylbenzoic aci...